This data is from the Open Reaction Database (ORD), a public repository of structured organic reaction records. The task is: describe an organic reaction: reactants, conditions, products, and yield Reactants: O=Cc1ccc(Br)o1, CN(C)C=O, Oc1cc(F)ccc1F, [H-], [Na+], O. Yields the product O=Cc1ccc(Oc2cc(F)ccc2F)o1. As a reaction SMILES: [Br:12][c:13]1[cH:14][cH:15][c:16]([CH:18]=[O:19])[o:17]1.[CH3:21][N:22]([CH3:23])[CH:24]=[O:25].[F:1][c:2]1[c:3]([OH:9])[cH:4][c:5]([F:8])[cH:6][cH:7]1.[H-:10].[Na+:11].[OH2:20]>>[F:1][c:2]1[c:3]([O:9][c:13]2[cH:14][cH:15][c:16]([CH:18]=[O:19])[o:17]2)[cH:4][c:5]([F:8])[cH:6][cH:7]1. The reactants are CCN(CC)c1nc2ccc(O[Si](C)(C)C(C)(C)C)cc2c(=O)n1NC(=O)Cc1cc(F)cc(F)c1, C1CCOC1, CCCC[N+](CCCC)(CCCC)CCCC, [F-]. The product is CCN(CC)c1nc2ccc(O)cc2c(=O)n1NC(=O)Cc1cc(F)cc(F)c1. As a reaction SMILES: [C:1]([Si:2]([CH3:3])([CH3:4])[O:6][c:7]1[cH:8][c:9]2[c:10](=[O:34])[n:11]([NH:22][C:23]([CH2:24][c:25]3[cH:26][c:27]([F:32])[cH:28][c:29]([F:31])[cH:30]3)=[O:33])[c:12]([N:17]([CH2:18][CH3:19])[CH2:20][CH3:21])[n:13][c:14]2[cH:15][cH:16]1)([CH3:5])([CH3:35])[CH3:36].[CH2:55]1[O:56][CH2:57][CH2:58][CH2:59]1.[CH3:38][CH2:39][CH2:40][CH2:41][N+:42]([CH2:43][CH2:44][CH2:45][CH3:46])([CH2:47][CH2:48][CH2:49][CH3:50])[CH2:51][CH2:52][CH2:53][CH3:54].[F-:37]>>[OH:6][c:7]1[cH:8][c:9]2[c:10](=[O:34])[n:11]([NH:22][C:23]([CH2:24][c:25]3[cH:26][c:27]([F:32])[cH:28][c:29]([F:31])[cH:30]3)=[O:33])[c:12]([N:17]([CH2:18][CH3:19])[CH2:20][CH3:21])[n:13][c:14]2[cH:15][cH:16]1. The reactants are C(C)(=O)OC(C)=O (acetic anhydride), OC1C=CC(C1)O (3,5-dihydroxycyclopent-1-ene), N1=CC=CC=C1 (pyridine). Run at time 7.5 hour. Product: CC(=O)[O-] (monoacetate), CC(=O)CC(=O)O (diacetate). Reaction SMILES: [OH:1][CH:2]1[CH2:6][CH:5]([OH:7])[CH:4]=C1.N1C=CC=CC=1.[C:14]([O:17]C(=O)C)(=[O:16])[CH3:15]>>[CH3:15][C:14]([O-:17])=[O:16].[CH3:4][C:5]([CH2:6][C:2]([OH:16])=[O:1])=[O:7]. Reported procedure: To a mixture of 1.50 grams (15 mmols) of 3,5-dihydroxycyclopent-1-ene and 1.0 milliliter (120 mmols) of pyridine was added 972 milligrams (9.5 mmols) of acetic anhydride, the addition being made over a period of 7.5 hours with stirring. The aftertreatment was then carried out as in Example 1 to obtain 0.62 gram of a crude product. When calculations were made from the results of the gas chromatographic analysis, the yields of monoacetate and diacetate were 22% and 5%, respectively. Starting materials: O=C1NC(=O)C2(CC(c3cccs3)Oc3ccc(Br)cc32)N1, C1COCCO1, COc1ccc(P2(=S)SP(=S)(c3ccc(OC)cc3)S2)cc1. Yields the product O=C1NC(=S)NC12CC(c1cccs1)Oc1ccc(Br)cc12. As a reaction SMILES: [Br:1][c:2]1[cH:3][c:4]2[c:9]([cH:10][cH:11]1)[O:8][CH:7]([c:12]1[s:13][cH:14][cH:15][cH:16]1)[CH2:6][C:5]21[NH:17][C:18](=[O:22])[NH:19][C:20]1=[O:21].[CH2:45]1[O:46][CH2:47][CH2:48][O:49][CH2:50]1.[CH3:23][O:24][c:25]1[cH:26][cH:27][c:28]([P:29]2(=[S:32])[S:30][P:31]([c:33]3[cH:34][cH:35][c:36]([O:37][CH3:38])[cH:39][cH:40]3)(=[S:41])[S:42]2)[cH:43][cH:44]1>>[Br:1][c:2]1[cH:3][c:4]2[c:9]([cH:10][cH:11]1)[O:8][CH:7]([c:12]1[s:13][cH:14][cH:15][cH:16]1)[CH2:6][C:5]21[NH:17][C:18](=[S:32])[NH:19][C:20]1=[O:21]. The reactants are Br, CC(=O)O, COc1cc(C(=O)NCCCCCCN(C(=O)[O-])C(C)(C)C)cc([N+](=O)[O-])c1O. The product is Br, COc1cc(C(=O)NCCCCCCN)cc([N+](=O)[O-])c1O. As a reaction SMILES: [BrH:1].[CH3:31][C:32](=[O:33])[OH:34].[OH:2][c:3]1[c:4]([O:29][CH3:30])[cH:5][c:6]([C:7](=[O:8])[NH:9][CH2:10][CH2:11][CH2:12][CH2:13][CH2:14][CH2:15][N:16]([C:17]([CH3:18])([CH3:19])[CH3:20])[C:21](=[O:22])[O-:23])[cH:24][c:25]1[N+:26](=[O:27])[O-:28]>>[BrH:1].[OH:2][c:3]1[c:4]([O:29][CH3:30])[cH:5][c:6]([C:7](=[O:8])[NH:9][CH2:10][CH2:11][CH2:12][CH2:13][CH2:14][CH2:15][NH2:16])[cH:24][c:25]1[N+:26](=[O:27])[O-:28]. The reactants are CCN(C)CC(C)N1c2ccccc2Sc2ccc(C(N)=S)cc21, CC(C)CCN, CCO, S. Product: CCN(C)CC(C)N1c2ccccc2Sc2ccc(C(=S)NCCC(C)C)cc21. RXN SMILES: [CH2:1]([CH3:2])[N:3]([CH3:4])[CH2:5][CH:6]([CH3:7])[N:8]1[c:9]2[cH:10][cH:11][cH:12][cH:13][c:14]2[S:15][c:16]2[cH:17][cH:18][c:19]([C:22]([NH2:23])=[S:24])[cH:20][c:21]21.[CH3:25][CH:26]([CH2:27][CH2:28][NH2:29])[CH3:30].[CH3:32][CH2:33][OH:34].[SH2:31]>>[CH2:1]([CH3:2])[N:3]([CH3:4])[CH2:5][CH:6]([CH3:7])[N:8]1[c:9]2[cH:10][cH:11][cH:12][cH:13][c:14]2[S:15][c:16]2[cH:17][cH:18][c:19]([C:22]([NH:23][CH2:28][CH2:27][CH:26]([CH3:25])[CH3:30])=[S:24])[cH:20][c:21]21. Reactants: CS(=O)(=O)Cl, CCOC(C)=O, [Cl-], [Li+], COc1cc(-c2cc(CO)no2)cc(OC)c1OC, c1ccncc1. Yields the product COc1cc(-c2cc(CCl)no2)cc(OC)c1OC. Reaction SMILES: [CH3:22][S:23]([Cl:24])(=[O:25])=[O:26].[CH3:33][CH2:34][O:35][C:36](=[O:37])[CH3:38].[Cl-:21].[Li+:20].[OH:1][CH2:2][c:3]1[n:4][o:5][c:6](-[c:8]2[cH:9][c:10]([O:18][CH3:19])[c:11]([O:16][CH3:17])[c:12]([O:14][CH3:15])[cH:13]2)[cH:7]1.[cH:27]1[cH:28][cH:29][n:30][cH:31][cH:32]1>>[CH2:2]([c:3]1[n:4][o:5][c:6](-[c:8]2[cH:9][c:10]([O:18][CH3:19])[c:11]([O:16][CH3:17])[c:12]([O:14][CH3:15])[cH:13]2)[cH:7]1)[Cl:24]. Reactants: O=C1OCCO1, O=C([O-])Cl, O=C(Cl)OC1CCCCC1, [F-], [K+]. The product is O=C(F)OC1CCCCC1. As a reaction SMILES: [C:1]1(=[O:2])[O:3][CH2:4][CH2:5][O:6]1.[Cl:19][C:20]([O-:21])=[O:22].[Cl:9][C:10](=[O:11])[O:12][CH:13]1[CH2:14][CH2:15][CH2:16][CH2:17][CH2:18]1.[F-:7].[K+:8]>>[F:7][C:10](=[O:11])[O:12][CH:13]1[CH2:14][CH2:15][CH2:16][CH2:17][CH2:18]1. Reactants: ClCC=1N=C(OC1C)C1=CC=CC=C1 (4-chloromethyl-5-methyl-2-phenyloxazole), OC1=CC=C(C=O)C=C1 (4-hydroxybenzaldehyde), C([O-])([O-])=O.[K+].[K+] (potassium carbonate). Conditions: temperature 110 celsius. Product: CC1=C(N=C(O1)C1=CC=CC=C1)COC1=CC=C(C=O)C=C1 (4-(5-methyl-2-phenyl-4-oxazolyl)methoxybenzaldehyde). The yield is 100.1%. RXN SMILES: Cl[CH2:2][C:3]1[N:4]=[C:5]([C:9]2[CH:14]=[CH:13][CH:12]=[CH:11][CH:10]=2)[O:6][C:7]=1[CH3:8].[OH:15][C:16]1[CH:23]=[CH:22][C:19]([CH:20]=[O:21])=[CH:18][CH:17]=1.C(=O)([O-])[O-].[K+].[K+]>>[CH3:8][C:7]1[O:6][C:5]([C:9]2[CH:14]=[CH:13][CH:12]=[CH:11][CH:10]=2)=[N:4][C:3]=1[CH2:2][O:15][C:16]1[CH:23]=[CH:22][C:19]([CH:20]=[O:21])=[CH:18][CH:17]=1 |f:2.3.4|. Procedure details: A mixture of 4-chloromethyl-5-methyl-2-phenyloxazole (3.12 g), 4-hydroxybenzaldehyde (1.83 g), potassium carbonate (2.28 g) and dimethylformaide (40 ml) was stirred under heating at 110° C. for 1 hour. The reaction solution was poured into ice-cold water, and the crystals which separated out were collected by filtration to give 4-(5-methyl-2-phenyl-4-oxazolyl)methoxybenzaldehyde (4.40 g, 99.8%). Recrystallization from ether-hexane yielded colorless prisms, m.p. 112°-113° C. Elemental analysis fo...